describe an organic reaction: reactants, conditions, products, and yield From a dataset of the Open Reaction Database (ORD), a public repository of structured organic reaction records. Reactants: C12C(CC(C=C1)C2)C(=O)OCCO (2-hydroxyethyl 5-norbornene-2-carboxylate), COC(=O)C1C2CC(C1C(=O)O)C=C2 (mono-methyl cis-5-norbornene-endo-2, 3-dicarboxylate), C1(\C=C/C(=O)O1)=O (maleic anhydride), C12C(CC(C=C1)C2)C(=O)OC(C)(C)C (tert-butyl 5-norbornene-2-carboxylate), N(=NC(C#N)(C)C)C(C#N)(C)C (2,2′-azobisisobutyronitrile). Run in O1CCCC1 (tetrahydrofuran), C1(=CC=CC=C1)C (toluene). Reaction conditions: time 14 hour. Yields the product title copolymer, C12C(CC(C=C1)C2)C(=O)OC(C)(C)C.C12C(CC(C=C1)C2)C(=O)OCCO.COC(=O)C1C2CC(C1C(=O)O)C=C2.C1(\C=C/C(=O)O1)=O (tert-butyl 5-norbornene-2-carboxylate 2-hydroxyethyl 5-norbornene-2-carboxylate mono-methyl cis-5-norbornene-endo-2, 3-dicarboxylate maleic anhydride). Yield: 63.0%. RXN SMILES: [C:1]1(=[O:7])[O:6][C:4](=[O:5])[CH:3]=[CH:2]1.[CH:8]12[CH2:14][CH:11]([CH:12]=[CH:13]1)[CH2:10][CH:9]2[C:15]([O:17][C:18]([CH3:21])([CH3:20])[CH3:19])=[O:16].[CH:22]12[CH2:28][CH:25]([CH:26]=[CH:27]1)[CH2:24][CH:23]2[C:29]([O:31][CH2:32][CH2:33][OH:34])=[O:30].[CH3:35][O:36][C:37]([CH:39]1[CH:43]([C:44]([OH:46])=[O:45])[CH:42]2[CH:47]=[CH:48][CH:40]1[CH2:41]2)=[O:38].N(C(C)(C)C#N)=NC(C)(C)C#N>O1CCCC1.C1(C)C=CC=CC=1>[CH:8]12[CH2:14][CH:11]([CH:12]=[CH:13]1)[CH2:10][CH:9]2[C:15]([O:17][C:18]([CH3:21])([CH3:20])[CH3:19])=[O:16].[CH:22]12[CH2:28][CH:25]([CH:26]=[CH:27]1)[CH2:24][CH:23]2[C:29]([O:31][CH2:32][CH2:33][OH:34])=[O:30].[CH3:35][O:36][C:37]([CH:39]1[CH:43]([C:44]([OH:46])=[O:45])[CH:42]2[CH:47]=[CH:48][CH:40]1[CH2:41]2)=[O:38].[C:4]1(=[O:5])[O:6][C:1](=[O:7])[CH:2]=[CH:3]1 |f:7.8.9.10|. Procedure details: In tetrahydrofuran or toluene, dissolved were maleic anhydride (1 mol), tert-butyl 5-norbornene-2-carboxylate (0.5-0.9 mol) prepared according to Preparation Example I, 2-hydroxyethyl 5-norbornene-2-carboxylate (0.05-0.8 mol) prepared according to Example II, and mono-methyl cis-5-norbornene-endo-2, 3-dicarboxylate (0.01-0.5 mol) prepared according to Preparation Example VI. then, 2,2′-azobisisobutyronitrile (AIBN) (0.5-10 g), as a polymerization initiator, was added thereto, and the reaction wa...